describe an organic reaction: reactants, conditions, products, and yield From a dataset of the Open Reaction Database (ORD), a public repository of structured organic reaction records. The reactants are [N+](=O)(O)[O-] (nitric acid), CC1=C(N)C(=CC=C1)C (2,6-Dimethylaniline), C(C)(=O)OC(C)=O (acetic anhydride). The solvent is C(C)(=O)O (acetic acid). Conditions: temperature 0 celsius, time 30 minute. Yields the product CC1=C(C(=CC(=C1)[N+](=O)[O-])C)NC(C)=O (N-(2,6-Dimethyl-4-nitro-phenyl)-acetamide). Isolated yield 30.0%. Reaction SMILES: [CH3:1][C:2]1[CH:8]=[CH:7][CH:6]=[C:5]([CH3:9])[C:3]=1[NH2:4].[C:10]([O:13]C(=O)C)(=O)[CH3:11].[N+:17]([O-])([OH:19])=[O:18]>C(O)(=O)C>[CH3:1][C:2]1[CH:8]=[C:7]([N+:17]([O-:19])=[O:18])[CH:6]=[C:5]([CH3:9])[C:3]=1[NH:4][C:10](=[O:13])[CH3:11]. Procedure details: 2,6-Dimethylaniline (30.2 g) was added slowly to acetic anhydride (200 mL) cooled to 0° C. over 10 minutes. After 30 minutes, acetic acid (40 mL) and fuming nitric acid (15 mL) were added to the reaction mixture and the cooling was removed. The reaction mixture was filtered after 1 hour and the crystals were washed with water and dried in vacuo to furnish 5.20 g (30% yield) of the title compound as a yellow solid. 1H NMR (500 MHz, DMSO-d6): 2.10 (s, 3H), 2.26 (s, 6H), 7.98 (s, 2H), 9.61 (s, 1H). Reactants: C(C1=CC=CC=C1)(=O)N[C@@H](CCCNC(N)=N)C(=O)O (Nα -benzoyl-L-arginine), Cl (hydrogen chloride), ClCCl (dichloromethane), C(C1=CC=CC=C1)(=O)N[C@@H](CCCNC(N)=N)C(=O)O (Nα -benzoyl-L-arginine), C(C)O (ethyl alcohol). Run in CO (methanol). Yields the product Cl.C(C)OC([C@@H](NC(C1=CC=CC=C1)=O)CCCNC(N)=N)=O (Nα -benzoyl-L-arginine ethyl ester hydrochloride). Reaction SMILES: [C:1]([NH:9][C@H:10]([C:18]([OH:20])=[O:19])[CH2:11][CH2:12][CH2:13][NH:14][C:15](=[NH:17])[NH2:16])(=[O:8])[C:2]1[CH:7]=[CH:6][CH:5]=[CH:4][CH:3]=1.[CH2:21](O)[CH3:22].Cl.[Cl:25]CCl>CO>[ClH:25].[CH2:21]([O:19][C:18](=[O:20])[C@H:10]([CH2:11][CH2:12][CH2:13][NH:14][C:15](=[NH:16])[NH2:17])[NH:9][C:1](=[O:8])[C:2]1[CH:3]=[CH:4][CH:5]=[CH:6][CH:7]=1)[CH3:22] |f:5.6|. Procedure details: Nα -benzoyl-L-arginine was obtained from MTM Research Chemicals, Lancaster Synthesis, Inc., Windham, N.H. The Nα -benzoyl-L-arginine, 0.4 g, was placed in a two-necked round bottom flask equipped with a stirring bar and suspended in an excess (~5 ml) of ethyl alcohol. The outlet from the flask was attached to a mineral oil bubbler and dry hydrogen chloride gas was bubbled via the inlet into the stirred solution to the point of saturation; a mildly exothermic reaction ensued with gradual dissolut... The reactants are C(C)OC(=O)C=1C=NC2=C(C=CC=C2C1NC1CCCC1)OC (4-cyclopentylamino-8-methoxy-quinoline-3-carboxylic acid ethyl ester), N(=C=O)C=1SC=CC1 (2-isocyanatothiophene). The product is C1(CCCC1)N1C(N(C(C=2C=NC=3C(=CC=CC3C21)OC)=O)C=2SC=CC2)=O (1-Cyclopentyl-7-methoxy-3-thiophen-2-yl-1H-pyrimido[5,4-c]quinoline-2,4-dione). Yield: 48.3%. RXN SMILES: C(O[C:4]([C:6]1[CH:7]=[N:8][C:9]2[C:14]([C:15]=1[NH:16][CH:17]1[CH2:21][CH2:20][CH2:19][CH2:18]1)=[CH:13][CH:12]=[CH:11][C:10]=2[O:22][CH3:23])=[O:5])C.[N:24]([C:27]1[S:28][CH:29]=[CH:30][CH:31]=1)=[C:25]=[O:26]>>[CH:17]1([N:16]2[C:15]3[C:14]4[CH:13]=[CH:12][CH:11]=[C:10]([O:22][CH3:23])[C:9]=4[N:8]=[CH:7][C:6]=3[C:4](=[O:5])[N:24]([C:27]3[S:28][CH:29]=[CH:30][CH:31]=3)[C:25]2=[O:26])[CH2:18][CH2:19][CH2:20][CH2:21]1. Procedure details: 1-Cyclopentyl-7-methoxy-3-thiophen-2-yl-1H-pyrimido[5,4-c]quinoline-2,4-dione (19 mg) was prepared from 4-cyclopentylamino-8-methoxy-quinoline-3-carboxylic acid ethyl ester (0.10 mmol) and 2-isocyanatothiophene (0.4 mmol) following general procedure C. LCMS: m/z 394 [M+1]+. Starting materials: CC(=O)OI1(C=2C=CC=CC2C(=O)O1)(OC(=O)C)OC(=O)C (Dess-Martin reagent), O=C(CCCCC#CC1=CC(=CC=C1)Cl)C=1OC(=CN1)C1=NC=CC=C1 (oxo-1-[5-(2-pyridyl)oxazol-2-yl]-7-(3-chlorophenyl)hept-6-yne). Reagents/catalysts: [Ni] (Raney nickel). Solvent: C1CCOC1 (THF). Run at temperature 25 celsius, time 8 hour. The product is EtOAc-hexanes, O=C(CCCCCCC1=CC(=CC=C1)Cl)C=1OC(=CN1)C1=NC=CC=C1 (1-Oxo-1-[5-(2-pyridyl)oxazol-2-yl]-7-(3-chlorophenyl)heptane). The yield is 67.0%. Reaction SMILES: [O:1]=[C:2]([C:16]1[O:17][C:18]([C:21]2[CH:26]=[CH:25][CH:24]=[CH:23][N:22]=2)=[CH:19][N:20]=1)[CH2:3][CH2:4][CH2:5][CH2:6][C:7]#[C:8][C:9]1[CH:14]=[CH:13][CH:12]=[C:11]([Cl:15])[CH:10]=1.CC(OI1(OC(C)=O)(OC(C)=O)OC(=O)C2C=CC=CC1=2)=O>C1COCC1.[Ni]>[O:1]=[C:2]([C:16]1[O:17][C:18]([C:21]2[CH:26]=[CH:25][CH:24]=[CH:23][N:22]=2)=[CH:19][N:20]=1)[CH2:3][CH2:4][CH2:5][CH2:6][CH2:7][CH2:8][C:9]1[CH:14]=[CH:13][CH:12]=[C:11]([Cl:15])[CH:10]=1. Procedure: A solution of the oxo-1-[5-(2-pyridyl)oxazol-2-yl]-7-(3-chlorophenyl)hept-6-yne (4hh, 15 mg, 0.041 mmol) in anhydrous THF (1 mL) was treated with a catalytic amount of Raney nickel (washed before use with THF). The reaction mixture was purged with H2 and stirred at 25° C. overnight. The suspension was filtered through Celite and concentrated. The crude product was dissolved in anhydrous CH2Cl2 (2 mL) and treated with Dess-Martin reagent (29 mg, 0.068 mmol). After stirring for 3 h at 25° C., the ... The reactants are C1CCOC1, CCOC(=O)c1cnn(C)c1N, CCOC(C)=O, O=[N+]([O-])c1ccccc1F, [H-], [K+], [Na+], O=S(=O)([O-])O. Yields the product CCOC(=O)c1cnn(C)c1Nc1ccccc1[N+](=O)[O-]. RXN SMILES: [CH2:31]1[O:32][CH2:33][CH2:34][CH2:35]1.[CH2:3]([CH3:4])[O:5][C:6](=[O:7])[c:8]1[cH:9][n:10][n:11]([CH3:14])[c:12]1[NH2:13].[CH3:36][CH2:37][O:38][C:39]([CH3:40])=[O:41].[F:15][c:16]1[c:17]([N+:22](=[O:23])[O-:24])[cH:18][cH:19][cH:20][cH:21]1.[H-:1].[K+:30].[Na+:2].[S:25](=[O:26])(=[O:27])([OH:28])[O-:29]>>[CH2:3]([CH3:4])[O:5][C:6](=[O:7])[c:8]1[cH:9][n:10][n:11]([CH3:14])[c:12]1[NH:13][c:16]1[c:17]([N+:22](=[O:23])[O-:24])[cH:18][cH:19][cH:20][cH:21]1. Reactants: ClCCl, COS(=O)(=O)OC, [Na+], [OH-], O, Cc1cc(O)c2c(c1)C(C)(C)CCC2(C)C. Yields the product COc1cc(C)cc2c1C(C)(C)CCC2(C)C. Reaction SMILES: [CH2:27]([Cl:28])[Cl:29].[CH3:19][O:20][S:21]([O:22][CH3:23])(=[O:24])=[O:25].[Na+:2].[OH-:1].[OH2:26].[OH:3][c:4]1[cH:5][c:6]([CH3:18])[cH:7][c:8]2[c:13]1[C:12]([CH3:14])([CH3:15])[CH2:11][CH2:10][C:9]2([CH3:16])[CH3:17]>>[O:3]([c:4]1[cH:5][c:6]([CH3:18])[cH:7][c:8]2[c:13]1[C:12]([CH3:14])([CH3:15])[CH2:11][CH2:10][C:9]2([CH3:16])[CH3:17])[CH3:19]. Reactants: C1(CCCCC1)ON1C(CC(CC1(C)C)=O)(C)C (1-cyclohexyloxy-2, 2,6,6-tetramethylpiperidin-4-one), C(CCC)N (n-butylamine), [H][H] (hydrogen). Reagents/catalysts: [Pt]=O (platinum oxide). Solvent: C(C)O (ethanol). Yields the product C(CCC)NC1CC(N(C(C1)(C)C)OC1CCCCC1)(C)C (4-n-Butylamino-1-cyclohexyloxy-2,2,6,6-tetramethylpiperidine). Isolated yield 92.7%. RXN SMILES: [CH:1]1([O:7][N:8]2[C:13]([CH3:15])([CH3:14])[CH2:12][C:11](=O)[CH2:10][C:9]2([CH3:18])[CH3:17])[CH2:6][CH2:5][CH2:4][CH2:3][CH2:2]1.[CH2:19]([NH2:23])[CH2:20][CH2:21][CH3:22].[H][H]>[Pt]=O.C(O)C>[CH2:19]([NH:23][CH:11]1[CH2:12][C:13]([CH3:15])([CH3:14])[N:8]([O:7][CH:1]2[CH2:6][CH2:5][CH2:4][CH2:3][CH2:2]2)[C:9]([CH3:18])([CH3:17])[CH2:10]1)[CH2:20][CH2:21][CH3:22]. Procedure details: A mixture of 9.5 grams (37.5 mmol) of 1-cyclohexyloxy-2, 2,6,6-tetramethylpiperidin-4-one, 13.7 grams (187 mmol) of n-butylamine, 0.4 gram of platinum oxide, and 120 ml of ethanol is hydrogenated on a Parr apparatus (50 psi, ambient temperature) till hydrogen uptake ceases. The catalyst is removed by filtration and the filtrate is evaporated to afford 10.8 grams (93% yield) of the title compound as a colorless syrup.